describe an organic reaction: reactants, conditions, products, and yield From a dataset of the Open Reaction Database (ORD), a public repository of structured organic reaction records. The reactants are C(C)C1=CN=C(O1)CCNC(=O)NC=1SC(=C(N1)C)C1=NC(=NC(=C1)C)S(=O)(=O)C (1-[2-(5-ethyl-oxazol-2-yl)-ethyl]-3-[5-(2-methanesulfonyl-6-methyl-pyrimidin-4-yl)-4-methyl-thiazol-2-yl]-urea), CNC (dimethylamine). The solvent is CN(C)C=O (DMF). Product: CN(C1=NC(=CC(=N1)C1=C(N=C(S1)NC(=O)NCCC=1OC(=CN1)CC)C)C)C (1-[5-(2-Dimethylamino-6-methyl-pyrimidin-4-yl)-4-methyl-thiazol-2-yl]-3-[2-(5-ethyl-oxazol-2-yl)-ethyl]-urea). As a reaction SMILES: [CH2:1]([C:3]1[O:7][C:6]([CH2:8][CH2:9][NH:10][C:11]([NH:13][C:14]2[S:15][C:16]([C:20]3[CH:25]=[C:24]([CH3:26])[N:23]=[C:22](S(C)(=O)=O)[N:21]=3)=[C:17]([CH3:19])[N:18]=2)=[O:12])=[N:5][CH:4]=1)[CH3:2].[CH3:31][NH:32][CH3:33]>CN(C=O)C>[CH3:31][N:32]([CH3:33])[C:22]1[N:21]=[C:20]([C:16]2[S:15][C:14]([NH:13][C:11]([NH:10][CH2:9][CH2:8][C:6]3[O:7][C:3]([CH2:1][CH3:2])=[CH:4][N:5]=3)=[O:12])=[N:18][C:17]=2[CH3:19])[CH:25]=[C:24]([CH3:26])[N:23]=1. Procedure details: A solution of 1-[2-(5-ethyl-oxazol-2-yl)-ethyl]-3-[5-(2-methanesulfonyl-6-methyl-pyrimidin-4-yl)-4-methyl-thiazol-2-yl]-urea (0.22 g, 0.049 mmol) and dimethylamine (2M in THF, 0.073 ml, 0.15 mmol) in DMF (1 ml) is heated at 70° C. for 18 hours. The solvent is removed and the product is purified by chromatography on silica eluting with ethyl acetate to give the titled compound.